Dataset: the Open Reaction Database (ORD), a public repository of structured organic reaction records. Task: describe an organic reaction: reactants, conditions, products, and yield Reported procedure: To solution of tert-butyl 7-chloro-3-{2-[4-(trifluoromethoxy)phenoxy]ethyl}-1H-pyrrolo[2,3-c]pyridine-1-carboxylate (349 mg, 0.76 mmol) in THF (15 mL) cooled to −78 C was added LDA (0.57 mL, 1.1 mmol, 2 M). After 30 min at this temperature, ethyl chloroformate (0.15 mL, 1.5 mmol) was added and the mixture was warmed to r.t. slowly. The reaction mixture was then quenched with 5% potassium bisulfate and extracted with EtOAc. The organic layer was dried over MgSO4, filtered, and concentrated in vac... The solvent is C1CCOC1 (THF). Starting materials: [Li+].CC(C)[N-]C(C)C (LDA), ClC=1N=CC=C2C1N(C=C2CCOC2=CC=C(C=C2)OC(F)(F)F)C(=O)OC(C)(C)C (tert-butyl 7-chloro-3-{2-[4-(trifluoromethoxy)phenoxy]ethyl}-1H-pyrrolo[2,3-c]pyridine-1-carboxylate), ClC(=O)OCC (ethyl chloroformate). Isolated yield 90.1%. Product: ClC=1N=CC=C2C1N(C(=C2CCOC2=CC=C(C=C2)OC(F)(F)F)C(=O)OCC)C(=O)OC(C)(C)C (1-tert-butyl 2-ethyl 7-chloro-3-{2-[4-(trifluoromethoxy)phenoxy]ethyl}-1H-pyrrolo[2,3-c]pyridine-1,2-dicarboxylate). RXN SMILES: [Cl:1][C:2]1[N:3]=[CH:4][CH:5]=[C:6]2[C:10]([CH2:11][CH2:12][O:13][C:14]3[CH:19]=[CH:18][C:17]([O:20][C:21]([F:24])([F:23])[F:22])=[CH:16][CH:15]=3)=[CH:9][N:8]([C:25]([O:27][C:28]([CH3:31])([CH3:30])[CH3:29])=[O:26])[C:7]=12.[Li+].CC([N-]C(C)C)C.Cl[C:41]([O:43][CH2:44][CH3:45])=[O:42]>C1COCC1>[Cl:1][C:2]1[N:3]=[CH:4][CH:5]=[C:6]2[C:10]([CH2:11][CH2:12][O:13][C:14]3[CH:19]=[CH:18][C:17]([O:20][C:21]([F:22])([F:24])[F:23])=[CH:16][CH:15]=3)=[C:9]([C:41]([O:43][CH2:44][CH3:45])=[O:42])[N:8]([C:25]([O:27][C:28]([CH3:31])([CH3:30])[CH3:29])=[O:26])[C:7]=12 |f:1.2|. Starting materials: solid, [BH4-].[Na+] (NaBH4), C1=CC=C(C=C1)P(C2=CC=CC=C2)C3=CC=CC=C3 (PPh3), saturated solution, [NH4+].[Cl-] (NH4Cl), ICC1CC(N(C1)[C@H](C(=O)N)CC)=O ((2S)-2-[4-(iodomethyl)-2-oxo-1-pyrrolidinyl]butanamide), COC(=O)C1CC(N(C1)[C@H](C(=O)N)CC)=O ((2S)-2-(4-methoxycarbonyl-2-oxo-1-pyrrolidinyl)butanamide), Alcohol, three. Solvent: CC(=O)C (acetone), C(Cl)Cl (CH2Cl2), CCO (EtOH), CCO (EtOH). Run at temperature 0 celsius, time 2 hour. Yields the product OCC1CC(N(C1)[C@H](C(=O)N)C)=O ((2S)-2-[4-(hydroxymethyl)-2-oxo-1-pyrrolidinyl]propanamide), OCC1CC(N(C1)[C@H](C(=O)N)CCC)=O ((2S)-2-[4-(hydroxymethyl)-2-oxo-1-pyrrolidinyl]pentanamide), OCC1CC(N(C1)[C@H](C(=O)NC)CC)=O ((2S)-2-[4-(hydroxymethyl)-2-oxo-1-pyrrolidinyl]-N-methylbutanamide). RXN SMILES: C[O:2][C:3]([CH:5]1[CH2:9][N:8]([C@@H:10]([CH2:14][CH3:15])[C:11]([NH2:13])=[O:12])[C:7](=[O:16])[CH2:6]1)=[O:4].[BH4-].[Na+].[NH4+].[Cl-].[CH:21]1C=CC(P(C2C=CC=CC=2)C2C=CC=CC=2)=CC=1.I[CH2:41]C1CN([C@@H](CC)C(N)=O)C(=O)C1>CCO.C(Cl)Cl.CC(C)=O>[OH:2][CH2:3][CH:5]1[CH2:9][N:8]([C@@H:10]([CH3:14])[C:11]([NH2:13])=[O:12])[C:7](=[O:16])[CH2:6]1.[OH:4][CH2:3][CH:5]1[CH2:9][N:8]([C@@H:10]([CH2:14][CH2:15][CH3:21])[C:11]([NH2:13])=[O:12])[C:7](=[O:16])[CH2:6]1.[OH:2][CH2:3][CH:5]1[CH2:9][N:8]([C@@H:10]([CH2:14][CH3:15])[C:11]([NH:13][CH3:41])=[O:12])[C:7](=[O:16])[CH2:6]1 |f:1.2,3.4|. Procedure details: In a 2 l three necked flask fitted with mechanical stirrer and reflux condenser, under inert atmosphere, a solution of 133 g (583 mmoles, 1 eq) of (2S)-2-(4-methoxycarbonyl-2-oxo-1-pyrrolidinyl)butanamide 11 in 200 ml of EtOH is added to 300 ml of EtOH, and the mixture cooled down to 0° C. 66.2 g (1.74 mole, 12 eq) of solid NaBH4 are then added by portions over 1.5 hour, all the while maintaining the temperature between 2 and 4° C. After 2 hours, the temperature is raised to 12° C. for 1 hour, a...